This data is from the Open Reaction Database (ORD), a public repository of structured organic reaction records. The task is: describe an organic reaction: reactants, conditions, products, and yield Starting materials: O=Cc1cn(C(c2ccccc2)(c2ccccc2)c2ccccc2)cn1, [Li]CCCC, CC(C)NC(C)C, Fc1ccccn1, C1CCOC1. Yields the product OC(c1cn(C(c2ccccc2)(c2ccccc2)c2ccccc2)cn1)c1cccnc1F. As a reaction SMILES: [C:20]([c:21]1[cH:22][cH:23][cH:24][cH:25][cH:26]1)([c:27]1[cH:28][cH:29][cH:30][cH:31][cH:32]1)([c:33]1[cH:34][cH:35][cH:36][cH:37][cH:38]1)[n:39]1[cH:40][n:41][c:42]([CH:44]=[O:45])[cH:43]1.[CH2:1]([Li:2])[CH2:3][CH2:4][CH3:5].[CH:6]([NH:7][CH:8]([CH3:9])[CH3:10])([CH3:11])[CH3:12].[F:13][c:14]1[n:15][cH:16][cH:17][cH:18][cH:19]1.[O:46]1[CH2:47][CH2:48][CH2:49][CH2:50]1>>[F:13][c:14]1[n:15][cH:16][cH:17][cH:18][c:19]1[CH:44]([c:42]1[n:41][cH:40][n:39]([C:20]([c:21]2[cH:22][cH:23][cH:24][cH:25][cH:26]2)([c:27]2[cH:28][cH:29][cH:30][cH:31][cH:32]2)[c:33]2[cH:34][cH:35][cH:36][cH:37][cH:38]2)[cH:43]1)[OH:45]. The reactants are C(=O)(C(F)(F)F)O (TFA), C(C)(C)(C)OC(=O)N1C[C@H](CC1)C(=O)N1CCCC1 ((S)-3-(pyrrolidine-1-carbonyl)pyrrolidine-1-carboxylic acid tert-butyl ester). Solvent: C(Cl)Cl (DCM). Run at time 1 hour. Yields the product N1(CCCC1)C(=O)[C@@H]1CNCC1 (Pyrrolidin-1-yl-(S)-pyrrolidin-3-ylmethanone). Yield: 70.0%. As a reaction SMILES: C(O)(C(F)(F)F)=O.C(OC([N:15]1[CH2:19][CH2:18][C@H:17]([C:20]([N:22]2[CH2:26][CH2:25][CH2:24][CH2:23]2)=[O:21])[CH2:16]1)=O)(C)(C)C>C(Cl)Cl>[N:22]1([C:20]([C@H:17]2[CH2:18][CH2:19][NH:15][CH2:16]2)=[O:21])[CH2:23][CH2:24][CH2:25][CH2:26]1. Procedure details: Pyrrolidine (51 μL, 1.03 mmol) was added to a solution of (S)-pyrrolidine-1,3-dicarboxylic acid 1-tert-butyl ester (200 mg, 0.93 mmol), HATU (391 mg, 1.03 mmol) and DIPEA (410 μL, 2.35 mmol) in DMF and the resulting mixture stirred at ambient temperature for 1 h, then concentrated in vacuo. The resulting oil was partitioned between EtOAc and water. The organic layer was separated, washed with water and brine, then dried (MgSO4) and concentrated in vacuo to give (S)-3-(pyrrolidine-1-carbonyl)pyrr... The reactants are C([O-])([O-])=O.[K+].[K+] (potassium carbonate), FCCN (2-fluoroethylamine), C(#N)C1=CC=C(C=N1)C1=CC=CC=2N(C3=CC=CC=C3C12)C1=CC(=C(C(=O)OC(C)(C)C)C=C1)F (2-methylpropan-2-yl 4-[4-(6-cyanopyridin-3-yl)-9H-carbazol-9-yl]-2-fluorobenzoate). Solvent: CS(=O)C (dimethyl sulphoxide), O (water). Run at temperature 90 celsius. The product is C(#N)C1=CC=C(C=N1)C1=CC=CC=2N(C3=CC=CC=C3C12)C1=CC(=C(C(=O)OC(C)(C)C)C=C1)NCCF (2-methylpropan-2-yl 4-[4-(6-cyanopyridin-3-yl)-9H-carbazol-9-yl]-2-[(2-fluoroethyl)amino]benzoate). Isolated yield 19.6%. As a reaction SMILES: C(=O)([O-])[O-].[K+].[K+].[F:7][CH2:8][CH2:9][NH2:10].[C:11]([C:13]1[N:18]=[CH:17][C:16]([C:19]2[C:31]3[C:30]4[C:25](=[CH:26][CH:27]=[CH:28][CH:29]=4)[N:24]([C:32]4[CH:44]=[CH:43][C:35]([C:36]([O:38][C:39]([CH3:42])([CH3:41])[CH3:40])=[O:37])=[C:34](F)[CH:33]=4)[C:23]=3[CH:22]=[CH:21][CH:20]=2)=[CH:15][CH:14]=1)#[N:12]>CS(C)=O.O>[C:11]([C:13]1[N:18]=[CH:17][C:16]([C:19]2[C:31]3[C:30]4[C:25](=[CH:26][CH:27]=[CH:28][CH:29]=4)[N:24]([C:32]4[CH:33]=[CH:34][C:35]([C:36]([O:38][C:39]([CH3:40])([CH3:41])[CH3:42])=[O:37])=[C:43]([NH:10][CH2:9][CH2:8][F:7])[CH:44]=4)[C:23]=3[CH:22]=[CH:21][CH:20]=2)=[CH:15][CH:14]=1)#[N:12] |f:0.1.2|. Procedure details: 4.83 g of potassium carbonate and 3 g (40 mmol) of 2-fluoroethylamine are successively added to a solution of 0.7 g of 2-methylpropan-2-yl 4-[4-(6-cyanopyridin-3-yl)-9H-carbazol-9-yl]-2-fluorobenzoate, obtained in stage 1 of Example 49, in 5 ml of dimethyl sulphoxide. The reaction mixture is heated at 90° C. for 2 hours and 50 minutes in a microwave, and then diluted with distilled water. The aqueous phase is washed twice with ethyl acetate and the combined organic phases are washed with water a... Product: BrC1=CC=C(C=C1)CC(=N)NO (2-(4-bromophenyl)-N-hydroxyacetamidine). RXN SMILES: [Br:1][C:2]1[CH:7]=[CH:6][C:5]([CH2:8][C:9]#[N:10])=[CH:4][CH:3]=1.Cl.[NH2:12][OH:13].C(=O)(O)[O-].[Na+].CO.O>>[Br:1][C:2]1[CH:7]=[CH:6][C:5]([CH2:8][C:9]([NH:12][OH:13])=[NH:10])=[CH:4][CH:3]=1 |f:1.2,3.4|. The reactants are BrC1=CC=C(C=C1)CC#N (4-Bromophenylacetonitrile), Cl.NO (hydroxylamine hydrochloride), C([O-])(O)=O.[Na+] (sodium bicarbonate), CO (MeOH), O (water). Procedure: 4-Bromophenylacetonitrile (5.0 g, 25.5 mmol), hydroxylamine hydrochloride (3.9 g, 56.1 mmol), and sodium bicarbonate (5.1 g, 61.2 mmol) were dissolved in MeOH (250 mL, 6.2 mol) and water (40 mL, 2 mol). The mixture was heated at reflux overnight, cooled, and then concentrated to 50 mL. The residue was dissolved in DCM, washed with water and saturated aqueous NaCl, dried over MgSO4, filtered and concentrated to yield 2-(4-bromophenyl)-N-hydroxyacetamidine (5.0 g). The yield is 85.6%. Reactants: C(C)C1=CC=C(C=C1)N1CCN(CC1)CC1=CC=C(C=C1)[N+](=O)[O-] (1-(p-ethylphenyl)-4-(p-nitrobenzyl)piperazine). Reagents/catalysts: [Cl-].[Cl-].[Cl-].[Ti+3] (titanium trichloride). Yields the product C(C)C1=CC=C(C=C1)N1CCN(CC1)CC1=CC=C(C=C1)N (1-(p-ethylphenyl)-4-[(4-aminophenyl)methyl]piperazine). Reaction SMILES: [CH2:1]([C:3]1[CH:8]=[CH:7][C:6]([N:9]2[CH2:14][CH2:13][N:12]([CH2:15][C:16]3[CH:21]=[CH:20][C:19]([N+:22]([O-])=O)=[CH:18][CH:17]=3)[CH2:11][CH2:10]2)=[CH:5][CH:4]=1)[CH3:2]>[Cl-].[Cl-].[Cl-].[Ti+3]>[CH2:1]([C:3]1[CH:4]=[CH:5][C:6]([N:9]2[CH2:10][CH2:11][N:12]([CH2:15][C:16]3[CH:21]=[CH:20][C:19]([NH2:22])=[CH:18][CH:17]=3)[CH2:13][CH2:14]2)=[CH:7][CH:8]=1)[CH3:2] |f:1.2.3.4|. Procedure details: In the manner given in Example 1B, 1-(p-ethylphenyl)-4-(p-nitrobenzyl)piperazine is reduced with aqueous titanium trichloride to give 1-(p-ethylphenyl)-4-[(4-aminophenyl)methyl]piperazine.